This data is from the Open Reaction Database (ORD), a public repository of structured organic reaction records. The task is: describe an organic reaction: reactants, conditions, products, and yield Reactants: CCOC(=O)c1oc2c(C(=O)c3cccs3)cc(C(C)(C)C)c(O)c2c1C, CO, Cl, [K+], [OH-], O. The product is Cc1coc2c(C(=O)c3cccs3)cc(C(C)(C)C)c(O)c12. Reaction SMILES: [CH2:3]([O:4][C:5](=[O:6])[c:8]1[o:9][c:10]2[c:11]([c:12]1[CH3:13])[c:14]([OH:29])[c:15]([C:25]([CH3:26])([CH3:27])[CH3:28])[cH:16][c:17]2[C:18](=[O:19])[c:20]1[s:21][cH:22][cH:23][cH:24]1)[CH3:7].[CH3:32][OH:33].[ClH:30].[K+:2].[OH-:1].[OH2:31]>>[cH:8]1[o:9][c:10]2[c:11]([c:12]1[CH3:13])[c:14]([OH:29])[c:15]([C:25]([CH3:26])([CH3:27])[CH3:28])[cH:16][c:17]2[C:18](=[O:19])[c:20]1[s:21][cH:22][cH:23][cH:24]1. Reactants: CC(C)=CC=O, CC(=O)c1ccccc1, O=[Zn]. Product: CC(C)=CC=CC(=O)c1ccccc1. RXN SMILES: [CH3:1][C:2](=[CH:3][CH:4]=[O:5])[CH3:6].[CH3:7][C:8](=[O:9])[c:10]1[cH:11][cH:12][cH:13][cH:14][cH:15]1.[O:16]=[Zn:17]>>[CH3:1][C:2](=[CH:3][CH:4]=[CH:7][C:8](=[O:9])[c:10]1[cH:11][cH:12][cH:13][cH:14][cH:15]1)[CH3:6]. The reactants are S([O-])(O)(=O)=O.[K+] (potassium bisulfate), ClC1=CC(=C(C=C1)N1C(C=2CCCCC2C1(CC)O)=O)F (2-(4-chloro-2-fluorophenyl)-2,3,4,5,6,7-hexahydro-3-hydroxy-3-ethyl-1H-isoindol-1-one). The solvent is C(Cl)(Cl)Cl (chloroform). Conditions: time 15 minute. Yields the product ClC1=CC(=C(C=C1)N1C(C=2CCCCC2C1=CC)=O)F (2-(4-chloro-2-fluorophenyl)-2,3,4,5,6,7-hexahydro-3-ethylidene-1H-isoindol -1-one). RXN SMILES: S(=O)(=O)(O)[O-].[K+].[Cl:7][C:8]1[CH:13]=[CH:12][C:11]([N:14]2[C:22](O)([CH2:23][CH3:24])[C:21]3[CH2:20][CH2:19][CH2:18][CH2:17][C:16]=3[C:15]2=[O:26])=[C:10]([F:27])[CH:9]=1>C(Cl)(Cl)Cl>[Cl:7][C:8]1[CH:13]=[CH:12][C:11]([N:14]2[C:22](=[CH:23][CH3:24])[C:21]3[CH2:20][CH2:19][CH2:18][CH2:17][C:16]=3[C:15]2=[O:26])=[C:10]([F:27])[CH:9]=1 |f:0.1|. Procedure details: One part of potassium bisulfate and 25.3 parts of 2-(4-chloro-2-fluorophenyl)-2,3,4,5,6,7-hexahydro-3-hydroxy-3-ethyl-1H-isoindol-1-one were heated with occasional stirring in an oil bath at 160°-170° for 15 minutes. The melt was poured into 200 parts of chloroform and washed successively with 100 parts of water, 50 parts of 10% aqueous sodium chloride solution and 100 parts of saturated aqueous sodium chloride solution. After drying the organic phase with anhydrous sodium sulfate, the solvent w... Starting materials: CCOC(=O)C(CC)C(C)O, CCO, N. Yields the product CCC(C(N)=O)C(C)O. As a reaction SMILES: [CH2:1]([CH3:2])[CH:3]([C:4](=[O:5])[O:6][CH2:7][CH3:8])[CH:9]([CH3:10])[OH:11].[CH3:13][CH2:14][OH:15].[NH3:12]>>[CH2:1]([CH3:2])[CH:3]([C:4](=[O:5])[NH2:12])[CH:9]([CH3:10])[OH:11]. Yields the product NC1CCCCC1NC1CCN(Cc2ccccc2)CC1. As a reaction SMILES: [CH2:1]([c:2]1[cH:3][cH:4][cH:5][cH:6][cH:7]1)[N:8]1[CH2:9][CH2:10][CH:11]([NH:14][CH:15]2[CH:16]([N+:21]([O-:22])=[O:23])[CH2:17][CH2:18][CH2:19][CH2:20]2)[CH2:12][CH2:13]1.[CH3:26][CH2:27][OH:28].[H:24][H:25]>>[CH2:1]([c:2]1[cH:3][cH:4][cH:5][cH:6][cH:7]1)[N:8]1[CH2:9][CH2:10][CH:11]([NH:14][CH:15]2[CH:16]([NH2:21])[CH2:17][CH2:18][CH2:19][CH2:20]2)[CH2:12][CH2:13]1. Reactants: O=[N+]([O-])C1CCCCC1NC1CCN(Cc2ccccc2)CC1, CCO, [H][H]. Procedure details: To a solution of 1.30 g (S)-2-({5-[2-((S)-2-(2-Fluoro-ethylcarbamoyl)-pyrrolidin-1-yl)-2-oxo-ethoxy]-1-phenyl-1H-pyrazole-3-carbonyl}-amino)-pentanedioic acid 5-tert-butyl ester 1-methyl ester in 9 ml THF were added 52 mg LiOH (as solution in 3 ml water). After 2 h the reaction mixture was neutralized with Amberlite IR-120, filtrated and washed with methanol. The reactants are COC([C@H](CCC(=O)OC(C)(C)C)NC(=O)C1=NN(C(=C1)OCC(=O)N1[C@@H](CCC1)C(NCCF)=O)C1=CC=CC=C1)=O ((S)-2-({5-[2-((S)-2-(2-Fluoro-ethylcarbamoyl)-pyrrolidin-1-yl)-2-oxo-ethoxy]-1-phenyl-1H-pyrazole-3-carbonyl}-amino)-pentanedioic acid 5-tert-butyl ester 1-methyl ester), [Li+].[OH-] (LiOH). Reaction SMILES: C[O:2][C:3](=[O:43])[C@@H:4]([NH:14][C:15]([C:17]1[CH:21]=[C:20]([O:22][CH2:23][C:24]([N:26]2[CH2:30][CH2:29][CH2:28][C@H:27]2[C:31](=[O:36])[NH:32][CH2:33][CH2:34][F:35])=[O:25])[N:19]([C:37]2[CH:42]=[CH:41][CH:40]=[CH:39][CH:38]=2)[N:18]=1)=[O:16])[CH2:5][CH2:6][C:7]([O:9][C:10]([CH3:13])([CH3:12])[CH3:11])=[O:8].[Li+].[OH-]>C1COCC1>[C:10]([O:9][C:7](=[O:8])[CH2:6][CH2:5][C@H:4]([NH:14][C:15]([C:17]1[CH:21]=[C:20]([O:22][CH2:23][C:24]([N:26]2[CH2:30][CH2:29][CH2:28][C@H:27]2[C:31](=[O:36])[NH:32][CH2:33][CH2:34][F:35])=[O:25])[N:19]([C:37]2[CH:38]=[CH:39][CH:40]=[CH:41][CH:42]=2)[N:18]=1)=[O:16])[C:3]([OH:43])=[O:2])([CH3:13])([CH3:11])[CH3:12] |f:1.2|. The product is C(C)(C)(C)OC(CC[C@@H](C(=O)O)NC(=O)C1=NN(C(=C1)OCC(=O)N1[C@@H](CCC1)C(NCCF)=O)C1=CC=CC=C1)=O ((S)-2-({5-[2-((S)-2-(2-Fluoro-ethylcarbamoyl)-pyrrolidin-1-yl)-2-oxo-ethoxy]-1-phenyl-1H-pyrazole-3-carbonyl}-amino)-pentanedioic acid 5-tert-butyl ester). Conditions: time 2 hour. Run in C1CCOC1 (THF). Starting materials: COC(=O)C1=CC(=CC=2C=C(OC21)C2=CC(=C(C=C2)OC)F)OC (2-(3-Fluoro-4-methoxy-phenyl)-5-methoxy-benzofuran-7-carboxylic acid methyl ester), [Li] (lithium). Solvent: C1CCOC1 (THF), C1CCOC1 (THF). Yields the product FC=1C=C(C=CC1OC)C=1OC2=C(C1)C=C(C=C2CO)OC ([2-(3-Fluoro-4-methoxy-phenyl)-5-methoxy-benzofuran-7-yl]-methanol). The yield is 72.9%. As a reaction SMILES: C[O:2][C:3]([C:5]1[C:13]2[O:12][C:11]([C:14]3[CH:19]=[CH:18][C:17]([O:20][CH3:21])=[C:16]([F:22])[CH:15]=3)=[CH:10][C:9]=2[CH:8]=[C:7]([O:23][CH3:24])[CH:6]=1)=O.[Li]>C1COCC1>[F:22][C:16]1[CH:15]=[C:14]([C:11]2[O:12][C:13]3[C:5]([CH2:3][OH:2])=[CH:6][C:7]([O:23][CH3:24])=[CH:8][C:9]=3[CH:10]=2)[CH:19]=[CH:18][C:17]=1[O:20][CH3:21] |^1:24|. Procedure: Fluoro ester 40 (1.00 g, 3.63 mmole), was dissolved in 40 mL THF and stirred under nitrogen. To this solution was added lithium aluminumhydride (1M in THF, 3.81 mL, 3.81 mmole) dropwise over fifteen minutes. After stirring at rt for one half hour, the solvent was removed and the mixture was poured into 2N HCl and extracted with ethyl acetate. The combined organic phases were washed with saturated sodium bicarbonate, water, brine, and dried with magnesium sulfate. The organic phases were concentr... RXN SMILES: [CH3:27][O:28][c:29]1[cH:30][c:31]([NH2:35])[cH:32][cH:33][c:34]1[NH2:36].[Cl:1][c:2]1[cH:3][cH:4][c:5](-[c:8]2[cH:9][c:10]3[n:11][cH:12][n:13](-[c:18]4[cH:19][c:20]([O:25][CH3:26])[c:21]([OH:24])[cH:22][cH:23]4)[c:14](=[O:17])[c:15]3[s:16]2)[cH:6][cH:7]1>>[Cl:1][c:2]1[cH:3][cH:4][c:5](-[c:8]2[cH:9][c:10]3[n:11][cH:12][n:13](-[c:18]4[cH:19][c:20]([O:25][CH3:26])[c:21]([NH2:35])[cH:22][cH:23]4)[c:14](=[O:17])[c:15]3[s:16]2)[cH:6][cH:7]1. Reactants: COc1cc(N)ccc1N, COc1cc(-n2cnc3cc(-c4ccc(Cl)cc4)sc3c2=O)ccc1O. The product is COc1cc(-n2cnc3cc(-c4ccc(Cl)cc4)sc3c2=O)ccc1N. RXN SMILES: [C:32]([BH3-:33])#[N:34].[CH2:1]([CH3:2])[O:3][C:4]([CH2:5][N:6]([CH2:7][CH:8]=[N:9][N:10]1[C:11](=[O:20])[c:12]2[cH:13][cH:14][cH:15][cH:16][c:17]2[C:18]1=[O:19])[C:21](=[O:22])[O:23][CH2:24][c:25]1[cH:26][cH:27][cH:28][cH:29][cH:30]1)=[O:31].[CH3:36][C:37](=[O:38])[OH:39].[CH3:40][C:41]#[N:42].[CH3:43][CH2:44][O:45][C:46]([CH3:47])=[O:48].[Na+:35]>>[CH2:1]([CH3:2])[O:3][C:4]([CH2:5][N:6]([CH2:7][CH2:8][NH:9][N:10]1[C:11](=[O:20])[c:12]2[cH:13][cH:14][cH:15][cH:16][c:17]2[C:18]1=[O:19])[C:21](=[O:22])[O:23][CH2:24][c:25]1[cH:26][cH:27][cH:28][cH:29][cH:30]1)=[O:31]. Starting materials: [BH3-]C#N, CCOC(=O)CN(CC=NN1C(=O)c2ccccc2C1=O)C(=O)OCc1ccccc1, CC(=O)O, CC#N, CCOC(C)=O, [Na+]. Yields the product CCOC(=O)CN(CCNN1C(=O)c2ccccc2C1=O)C(=O)OCc1ccccc1. The reactants are S(=O)(=O)([O-])S(=O)[O-].[Na+].[Na+] (sodium metabisulphite), ClC1=CC(=CC=C1)C(=O)OO (3-Chloroperbenzoic acid), ClC1=C(C(=O)C=2C=NOC2C2CC2)C=CC(=C1)SC (4-[2-chloro-4-(methylsulphenyl)benzoyl]-5-cyclopropylisoxazole), ClC1=CC(=CC=C1)C(=O)OO (3-Chloroperbenzoic acid). Solvent: ClCCl (dichloromethane). Conditions: temperature -15 celsius, time 2 hour. Product: ClC1=C(C(=O)C=2C=NOC2C2CC2)C=CC(=C1)S(=O)C (4-[2-chloro-4-(methylsulphinyl)benzoyl]-5-cyclopropylisoxazole). The yield is 61.6%. RXN SMILES: ClC1C=CC=C(C(OO)=[O:9])C=1.[Cl:12][C:13]1[CH:28]=[C:27]([S:29][CH3:30])[CH:26]=[CH:25][C:14]=1[C:15]([C:17]1[CH:18]=[N:19][O:20][C:21]=1[CH:22]1[CH2:24][CH2:23]1)=[O:16].S(S([O-])=O)([O-])(=O)=O.[Na+].[Na+]>ClCCl>[Cl:12][C:13]1[CH:28]=[C:27]([S:29]([CH3:30])=[O:9])[CH:26]=[CH:25][C:14]=1[C:15]([C:17]1[CH:18]=[N:19][O:20][C:21]=1[CH:22]1[CH2:24][CH2:23]1)=[O:16] |f:2.3.4|. Procedure: 3-Chloroperbenzoic acid (1.3 g) was added to a solution of 4-[2-chloro-4-(methylsulphenyl)benzoyl]-5-cyclopropylisoxazole (2.0 g) in dichloromethane whilst maintaining the temperature below -15° C. The mixture was stirred at -15° C. for 2 hours and allowed to warm to room temperature. The mixture was stirred for 2 hours and then recooled to -15° C. 3-Chloroperbenzoic acid (0.7 g) was added and the mixture was stirred at -15° C. for 1 hour and at room temperature for 1 hour. A solution of sodium ...